Dataset: the Open Reaction Database (ORD), a public repository of structured organic reaction records. Task: describe an organic reaction: reactants, conditions, products, and yield Starting materials: CC=1NC2=CC=C(C=C2C1)C (2,5-dimethyl indole), CS(=O)(=O)C=1C=CC=C2C(=CC=NC12)Cl (8-methanesulphonyl-4-chloroquinoline). Yields the product CS(=O)(=O)C=1C=CC=C2C=CC(=NC12)C1=C(NC2=CC=C(C=C12)C)C (8-methanesulphonyl-(2,5-dimethyl-1H-indol-3-yl)quinoline). RXN SMILES: [CH3:1][C:2]1[NH:3][C:4]2[C:9]([CH:10]=1)=[CH:8][C:7]([CH3:11])=[CH:6][CH:5]=2.[CH3:12][S:13]([C:16]1[CH:17]=[CH:18][CH:19]=[C:20]2[C:25]=1[N:24]=[CH:23][CH:22]=[C:21]2Cl)(=[O:15])=[O:14]>>[CH3:12][S:13]([C:16]1[CH:17]=[CH:18][CH:19]=[C:20]2[C:25]=1[N:24]=[C:23]([C:10]1[C:9]3[C:4](=[CH:5][CH:6]=[C:7]([CH3:11])[CH:8]=3)[NH:3][C:2]=1[CH3:1])[CH:22]=[CH:21]2)(=[O:15])=[O:14]. Procedure details: The sub-title compound was prepared by the method of Example 40 step a, using 2,5-dimethyl indole and 8-methanesulphonyl-4-chloroquinoline. Reactants: NC1=C(C(=NC(=C1F)CCC)C=O)Cl (4-amino-3-chloro-6-propyl-5-fluoropicolinaldehyde), CC(C)=CC (2-methylbut-2-ene), P(=O)(O)([O-])[O-].[Na+].[Na+] (sodium hydrogenphosphate), Cl(=O)[O-].[Na+] (sodium chlorite). Solvent: C(C)(C)(C)O (t-butanol), O (H2O). Run at temperature 85 celsius. Product: NC1=C(C(=NC(=C1F)CCC)C(=O)O)Cl (4-Amino-3-chloro-6-propyl-5-fluoropicolinic acid). As a reaction SMILES: [NH2:1][C:2]1[C:7]([F:8])=[C:6]([CH2:9][CH2:10][CH3:11])[N:5]=[C:4]([CH:12]=[O:13])[C:3]=1[Cl:14].CC(=CC)C.P([O-])([O-])(O)=[O:21].[Na+].[Na+].Cl([O-])=O.[Na+]>O.C(O)(C)(C)C>[NH2:1][C:2]1[C:7]([F:8])=[C:6]([CH2:9][CH2:10][CH3:11])[N:5]=[C:4]([C:12]([OH:21])=[O:13])[C:3]=1[Cl:14] |f:2.3.4,5.6|. Reported procedure: A microwave vial equipped with a magnetic stir bar was charged with 4-amino-3-chloro-6-propyl-5-fluoropicolinaldehyde (15.9 mg, 0.072 mmol) and t-butanol (1.0 mL). The mixture was treated with H2O (0.40 mL), 2-methylbut-2-ene (100 μL, 0.10 mmol), sodium hydrogenphosphate (21.6 mg, 0.100 mmol), and finally sodium chlorite (19.28 mg, 0.206 mmol) was added in one portion. The mixture was heated to 85° C. for 16 h. An aliquot of the reaction mixture was analyzed by LC-MS. LC-MS analysis showed one m... Reactants: S(=O)(Br)Br (thionyl bromide), C(=O)(O)C12C3CCC(C(CCC1)C2)C3 (1-carboxytricyclo[4.3.1.12,5 ]undecane). The solvent is C1=CC=CC=C1 (benzene). Product: BrC(=O)C12C3CCC(C(CCC1)C2)C3 (1-bromocarbonyltricyclo[4.3.1.12,5 ]undecane). The yield is 75.5%. Reaction SMILES: S(Br)([Br:3])=O.[C:5]([C:8]12[CH2:17][CH:13]([CH2:14][CH2:15][CH2:16]1)[CH:12]1[CH2:18][CH:9]2[CH2:10][CH2:11]1)(O)=[O:6]>C1C=CC=CC=1>[Br:3][C:5]([C:8]12[CH2:17][CH:13]([CH2:14][CH2:15][CH2:16]1)[CH:12]1[CH2:18][CH:9]2[CH2:10][CH2:11]1)=[O:6]. Reported procedure: 3 g of thionyl bromide was added dropwise with stirring to 2.0 g (10.3 mmoles) of 1-carboxytricyclo[4.3.1.12,5 ]undecane dissolved in 20 ml of anhydrous benzene at room temperature. The mixture was heated under reflux for 1.5 hours. After cooling, the excess thionyl bromide and benzene were distilled off under reduced pressure. The residue obtained was distilled under reduced pressure to afford 2.0 g (yield: 75.5%) of 1-bromocarbonyltricyclo[4.3.1.12,5 ]undecane having a boiling point of 116° C.... Starting materials: Br, CC[O-], CCO, Cc1c(Cl)nn2c(N)nnc2c1C, [Na+]. Yields the product CCOc1nn2c(N)nnc2c(C)c1C. RXN SMILES: [BrH:1].[CH3:16][CH2:17][O-:18].[CH3:19][CH2:20][OH:21].[Cl:2][c:3]1[c:4]([CH3:14])[c:5]([CH3:13])[c:6]2[n:7]([n:8]1)[c:9]([NH2:12])[n:10][n:11]2.[Na+:15]>>[c:3]1([O:18][CH2:17][CH3:16])[c:4]([CH3:14])[c:5]([CH3:13])[c:6]2[n:7]([n:8]1)[c:9]([NH2:12])[n:10][n:11]2. The reactants are OCCN(C(=O)C1=NC(=NC(=C1OCC1=CC=CC=C1)O)CC1(CCCC1)C1=CC2=CC=CC=C2C=C1)C(C)C (5-Benzyloxy-6-hydroxy-2-(1-naphthalen-2-yl-cyclopentylmethyl)-pyrimidine-4-carboxylic acid (2-hydroxyethyl)-isopropylamide), C(C1=CC=CC=C1)OC1=C2N(C(=NC1=O)CC1(CCCC1)C1=C(C=CC(=C1)Cl)Cl)CCN(C2=O)C(C)C (9-benzyloxy-6-[1-(2,5-dichlorophenyl)-cyclopentylmethyl]-2-isopropyl-3,4-dihydro-2H-pyrazino[1,2-c]pyrimidine-1,8-dione). Yields the product C(C1=CC=CC=C1)OC1=C2N(C(=NC1=O)CC1(CCCC1)C1=CC3=CC=CC=C3C=C1)CCN(C2=O)C(C)C (9-Benzyloxy-2-isopropyl-6-(1-naphthalen-2-yl-cyclopentylmethyl)-3,4-dihydro-2H-pyrazino[1,2-c]pyrimidine-1,8-dione). Isolated yield 41.3%. Reaction SMILES: O[CH2:2][CH2:3][N:4]([CH:38]([CH3:40])[CH3:39])[C:5]([C:7]1[C:12]([O:13][CH2:14][C:15]2[CH:20]=[CH:19][CH:18]=[CH:17][CH:16]=2)=[C:11]([OH:21])[N:10]=[C:9]([CH2:22][C:23]2(C3C=CC4C(=CC=CC=4)C=3)[CH2:27][CH2:26][CH2:25][CH2:24]2)[N:8]=1)=[O:6].C(OC1C(=O)N=C(C[C:57]2([C:62]3[CH:67]=[C:66](Cl)[CH:65]=[CH:64][C:63]=3Cl)[CH2:61][CH2:60][CH2:59]C2)N2CCN(C(C)C)C(=O)C=12)C1C=CC=CC=1>>[CH2:14]([O:13][C:12]1[C:11](=[O:21])[N:10]=[C:9]([CH2:22][C:23]2([C:61]3[CH:60]=[CH:59][C:63]4[C:62](=[CH:67][CH:66]=[CH:65][CH:64]=4)[CH:57]=3)[CH2:27][CH2:26][CH2:25][CH2:24]2)[N:8]2[CH2:2][CH2:3][N:4]([CH:38]([CH3:40])[CH3:39])[C:5](=[O:6])[C:7]=12)[C:15]1[CH:20]=[CH:19][CH:18]=[CH:17][CH:16]=1. Reported procedure: 9-Benzyloxy-2-isopropyl-6-(1-naphthalen-2-yl-cyclopentylmethyl)-3,4-dihydro-2H-pyrazino[1,2-c]pyrimidine-1,8-dione (221) (90.0 mg, 41.33%) was synthesized as a white solid from 5-benzyloxy-6-hydroxy-2-(1-naphthalen-2-yl-cyclopentylmethyl)-pyrimidine-4-carboxylic acid (2-hydroxyethyl)-isopropylamide (220) (225.0 mg, 0.417 mmol) following the procedure described for 9-benzyloxy-6-[1-(2,5-dichlorophenyl)-cyclopentylmethyl]-2-isopropyl-3,4-dihydro-2H-pyrazino[1,2-c]pyrimidine-1,8-dione (208). The reactants are ClC=1C=C(C=CC1)F (m-Chlorofluorobenzene), S(O)(O)(=O)=O (sulfuric acid), [N+](=O)(O)[O-] (nitric acid), C1=CC=CC=C1 (benzene). The solvent is CCCCCC (hexane). Conditions: time 13 hour. Product: ClC=1C=C(C=CC1[N+](=O)[O-])F (3-chloro-4-nitrofluorobenzene). Isolated yield 15.7%. Reaction SMILES: [Cl:1][C:2]1[CH:3]=[C:4]([F:8])[CH:5]=[CH:6][CH:7]=1.S(=O)(=O)(O)O.[N+:14]([O-])([OH:16])=[O:15].C1C=CC=CC=1>CCCCCC>[Cl:1][C:2]1[CH:3]=[C:4]([F:8])[CH:5]=[CH:6][C:7]=1[N+:14]([O-:16])=[O:15]. Reported procedure: m-Chlorofluorobenzene (240 g. 1.85 moles) is added to a mixture of sulfuric acid (185 g. 1.85 moles) and nitric acid (166 g., 1.85 moles) at -5° C. in 3.5 hours, stirred 13 hours, then benzene (200 ml.) and hexane (200 ml.) are added. The extract is washed with water (1×300 ml.), sodium carbonate solution (1×300 ml.), and water (1×300 ml.), dried and the solvents removed. The residue is distilled to give 138 g. of mixed isomers. The 4-nitro isomer crystallizes and is filtered off to give 3-chlor...